From a dataset of the Open Reaction Database (ORD), a public repository of structured organic reaction records. describe an organic reaction: reactants, conditions, products, and yield Reactants: ClC=1C=C2CC[C@H](C2=CC1)N1N=CC2=CC(=CC=C12)C=O ((1R)-(5-chloroindan-1-yl)-1H-indazole-5-carbaldehyde), N1(CCCC1)CCN1C(SCC1=O)=O (3-(2-pyrrolidin-1-ylethyl)-1,3-thiazolidine-2,4-dione). The product is ClC=1C=C2CC[C@H](C2=CC1)N1N=CC2=CC(=CC=C12)\C=C/1\C(N(C(S1)=O)CCN1CCCC1)=O ((5Z)-5-({1-[(1R)-5-Chloro-2,3-dihydro-1H-inden-1-yl]-1H-indazol-5-yl}methylidene)-3-(2-pyrrolidin-1-ylethyl)-1,3-thiazolidine-2,4-dione). Reaction SMILES: [Cl:1][C:2]1[CH:3]=[C:4]2[C:8](=[CH:9][CH:10]=1)[C@H:7]([N:11]1[C:19]3[C:14](=[CH:15][C:16]([CH:20]=O)=[CH:17][CH:18]=3)[CH:13]=[N:12]1)[CH2:6][CH2:5]2.[N:22]1([CH2:27][CH2:28][N:29]2[C:33](=[O:34])[CH2:32][S:31][C:30]2=[O:35])[CH2:26][CH2:25][CH2:24][CH2:23]1>>[Cl:1][C:2]1[CH:3]=[C:4]2[C:8](=[CH:9][CH:10]=1)[C@H:7]([N:11]1[C:19]3[C:14](=[CH:15][C:16](/[CH:20]=[C:32]4/[C:33](=[O:34])[N:29]([CH2:28][CH2:27][N:22]5[CH2:26][CH2:25][CH2:24][CH2:23]5)[C:30](=[O:35])[S:31]/4)=[CH:17][CH:18]=3)[CH:13]=[N:12]1)[CH2:6][CH2:5]2. Procedure details: (5Z)-5-({1-[(1R)-5-Chloro-2,3-dihydro-1H-inden-1-yl]-1H-indazol-5-yl}methylidene)-3-(2-pyrrolidin-1-ylethyl)-1,3-thiazolidine-2,4-dione was prepared by the method described for Example 172, using the isomeric (1R)-(5-chloroindan-1-yl)-1H-indazole-5-carbaldehyde and 3-(2-pyrrolidin-1-ylethyl)-1,3-thiazolidine-2,4-dione following General Procedure F. The reactants are O=C(Cl)c1ccccc1, COc1ccc(-c2nc(-c3ccc4c(c3)CCCN4)cs2)cc1OC, c1ccncc1. Yields the product COc1ccc(-c2nc(-c3ccc4c(c3)CCCN4C(=O)c3ccccc3)cs2)cc1OC. RXN SMILES: [C:26]([c:27]1[cH:28][cH:29][cH:30][cH:31][cH:32]1)(=[O:33])[Cl:34].[CH3:1][O:2][c:3]1[cH:4][c:5](-[c:11]2[s:12][cH:13][c:14](-[c:16]3[cH:17][c:18]4[c:23]([cH:24][cH:25]3)[NH:22][CH2:21][CH2:20][CH2:19]4)[n:15]2)[cH:6][cH:7][c:8]1[O:9][CH3:10].[cH:35]1[cH:36][cH:37][n:38][cH:39][cH:40]1>>[CH3:1][O:2][c:3]1[cH:4][c:5](-[c:11]2[s:12][cH:13][c:14](-[c:16]3[cH:17][c:18]4[c:23]([cH:24][cH:25]3)[N:22]([C:26]([c:27]3[cH:28][cH:29][cH:30][cH:31][cH:32]3)=[O:33])[CH2:21][CH2:20][CH2:19]4)[n:15]2)[cH:6][cH:7][c:8]1[O:9][CH3:10]. The reactants are CS(=O)(=O)C1=CC=C(C=C1)C1=CC=CC=2N1N=C(N2)N (5-(4-methanesulfonyl-phenyl)-[1,2,4]triazolo[1,5-a]pyridin-2-ylamine), C1(CCCCC1)P(C1=C(C=CC=C1)C1=C(C=CC=C1)P(C1CCCCC1)C1CCCCC1)C1CCCCC1 (2,2′-bis-dicyclohexylphosphanyl-biphenyl), BrC1=CC=C(CN2CCS(CC2)(=O)=O)C=C1 (4-(4-bromo-benzyl)-thiomorpholine 1,1-dioxide). Product: O=S1(CCN(CC1)CC1=CC=C(C=C1)NC1=NN2C(C=CC=C2C2=CC=C(C=C2)S(=O)(=O)C)=N1)=O (N-{4-[(1,1-dioxidothiomorpholin-4-yl)methyl]phenyl}-5-[4-(methylsulfonyl)phenyl][1,2,4]triazolo[1,5-a]pyridin-2-amine), foam. Isolated yield 30.0%. RXN SMILES: [CH3:1][S:2]([C:5]1[CH:10]=[CH:9][C:8]([C:11]2[N:16]3[N:17]=[C:18]([NH2:20])[N:19]=[C:15]3[CH:14]=[CH:13][CH:12]=2)=[CH:7][CH:6]=1)(=[O:4])=[O:3].Br[C:22]1[CH:36]=[CH:35][C:25]([CH2:26][N:27]2[CH2:32][CH2:31][S:30](=[O:34])(=[O:33])[CH2:29][CH2:28]2)=[CH:24][CH:23]=1.C1(P(C2CCCCC2)C2C=CC=CC=2C2C=CC=CC=2P(C2CCCCC2)C2CCCCC2)CCCCC1>>[O:34]=[S:30]1(=[O:33])[CH2:31][CH2:32][N:27]([CH2:26][C:25]2[CH:35]=[CH:36][C:22]([NH:20][C:18]3[N:19]=[C:15]4[CH:14]=[CH:13][CH:12]=[C:11]([C:8]5[CH:9]=[CH:10][C:5]([S:2]([CH3:1])(=[O:3])=[O:4])=[CH:6][CH:7]=5)[N:16]4[N:17]=3)=[CH:23][CH:24]=2)[CH2:28][CH2:29]1. Procedure details: N-{4-[(1,1-dioxidothiomorpholin-4-yl)methyl]phenyl}-5-[4-(methylsulfonyl)phenyl][1,2,4]triazolo[1,5-a]pyridin-2-amine was prepared from 5-(4-methanesulfonyl-phenyl)-[1,2,4]triazolo[1,5-a]pyridin-2-ylamine (75.0 mg, 0.260 mmol) and ]-4-(4-bromo-benzyl)-thiomorpholine 1,1-dioxide (90.0 mg, 0.296 mmol) with 2,2′-bis-dicyclohexylphosphanyl-biphenyl (25.0 mg, 0.0457 mmol) as the ligand in a manner analogous to Example 2d. Product isolated as a pale orange foam (0.040 g, 30%). 1H NMR (400 MHz, CDCl3, ... Starting materials: BrC=1C(=CC(NC1)=O)C(=O)OC (methyl 5-bromo-2-oxo-1,2-dihydropyridine-4-carboxylate), C(C1=CC=CC=C1)Br (benzyl bromide). Conditions: temperature 50 celsius, time 8 hour. Reagents/catalysts: C([O-])([O-])=O.[Ag+2] (silver carbonate). Procedure: To 2 mL of methyl 5-bromo-2-oxo-1,2-dihydropyridine-4-carboxylate (232 mg, 1.00 mmol)(commercially available from Combi-Blocks) was added benzyl bromide (205 mg, 1.20 mmol) and silver carbonate (413 mg, 1.50 mmol) (commercially available from Sigma-Aldrich, St. Louis, Mo., USA). The resulting mixture was stirred at 50° C. overnight. After reaction completion, the mixture was loaded onto a solid silica gel cartridge and purified by chromatography with 10% EtOAc/hexane to afford the desired produc... As a reaction SMILES: [Br:1][C:2]1[C:3]([C:9]([O:11][CH3:12])=[O:10])=[CH:4][C:5](=[O:8])[NH:6][CH:7]=1.[CH2:13](Br)[C:14]1[CH:19]=[CH:18][CH:17]=[CH:16][CH:15]=1>C(=O)([O-])[O-].[Ag+2]>[CH2:13]([O:8][C:5]1[CH:4]=[C:3]([C:2]([Br:1])=[CH:7][N:6]=1)[C:9]([O:11][CH3:12])=[O:10])[C:14]1[CH:19]=[CH:18][CH:17]=[CH:16][CH:15]=1 |f:2.3|. Product: C(C1=CC=CC=C1)OC=1C=C(C(=O)OC)C(=CN1)Br (Methyl 2-(benzyloxy)-5-bromoisonicotinate). Starting materials: CCC1(O)CCNC1C(C)C, N#Cc1c(F)cc(F)cc1F, [Li+], [Li+], O=C([O-])[O-]. The product is CCC1(O)CCN(c2cc(F)c(C#N)c(F)c2)C1C(C)C. As a reaction SMILES: [CH2:1]([CH3:2])[C:3]1([OH:11])[CH:4]([CH:8]([CH3:9])[CH3:10])[NH:5][CH2:6][CH2:7]1.[F:12][c:13]1[c:14]([C:15]#[N:16])[c:17]([F:22])[cH:18][c:19]([F:21])[cH:20]1.[Li+:23].[Li+:24].[O-:25][C:26](=[O:27])[O-:28]>>[CH2:1]([CH3:2])[C:3]1([OH:11])[CH:4]([CH:8]([CH3:9])[CH3:10])[N:5]([c:19]2[cH:18][c:17]([F:22])[c:14]([C:15]#[N:16])[c:13]([F:12])[cH:20]2)[CH2:6][CH2:7]1. The reactants are CC1(OCC(O1)COC1=CC=C(C=C(C#N)C#N)C=C1)C ({4-[(2,2-Dimethyl-1,3-dioxolan-4-yl)methoxy]benzylidene}malononitrile), C(#N)CC(=S)N (cyanothioacetamide), CN1CCOCC1 (4-methylmorpholine). The solvent is C(C)O (ethanol). Product: NC1=NC(=C(C(=C1C#N)C1=CC=C(C=C1)OCC1OC(OC1)(C)C)C#N)S (2-Amino-4-{4-[(2,2-dimethyl-1,3-dioxolan-4-yl)methoxy]phenyl}-6-mercaptopyridine-3,5-dicarbonitrile). Reaction SMILES: [CH3:1][C:2]1([CH3:21])[O:6][CH:5]([CH2:7][O:8][C:9]2[CH:20]=[CH:19][C:12]([CH:13]=[C:14]([C:17]#[N:18])[C:15]#[N:16])=[CH:11][CH:10]=2)[CH2:4][O:3]1.[C:22]([CH2:24][C:25]([NH2:27])=[S:26])#[N:23].CN1CCOCC1>C(O)C>[NH2:18][C:17]1[C:14]([C:15]#[N:16])=[C:13]([C:12]2[CH:11]=[CH:10][C:9]([O:8][CH2:7][CH:5]3[CH2:4][O:3][C:2]([CH3:21])([CH3:1])[O:6]3)=[CH:20][CH:19]=2)[C:24]([C:22]#[N:23])=[C:25]([SH:26])[N:27]=1. Procedure: 0.43 g (1.51 mmol) of the compound from Example 2A, 0.38 g (3.78 mmol) of cyanothioacetamide and 0.38 g (3.78 mmol) of 4-methylmorpholine are dissolved in 15 ml of ethanol, and the mixture is stirred under reflux for 6 h. After cooling, the reaction solution is concentrated using a rotary evaporator, and the residue is chromatographed on silica gel 60. After removal of by-products (mobile phase gradient cyclohexane→cyclohexane/ethyl acetate 1:1), the product fractions are eluted (mobile phase gr... The reactants are C(C=1C(O)=CC=CC1)(=O)O (salicylic acid), S(=O)(Cl)Cl (thionyl chloride), FC1=C(C=CC(=C1)F)N (2,4-difluorobenzenamine). The solvent is O1CCCC1 (tetrahydrofuran), C1CCOC1 (THF). Yields the product FC1=C(C=CC(=C1)F)NC(C1=C(C=CC=C1)O)=O (N-(2,4-difluorophenyl)-2-hydroxybenzamide). Reaction SMILES: [C:1]([OH:10])(=O)[C:2]1[C:3](=[CH:5][CH:6]=[CH:7][CH:8]=1)[OH:4].S(Cl)(Cl)=O.[F:15][C:16]1[CH:21]=[C:20]([F:22])[CH:19]=[CH:18][C:17]=1[NH2:23]>O1CCCC1>[F:15][C:16]1[CH:21]=[C:20]([F:22])[CH:19]=[CH:18][C:17]=1[NH:23][C:1](=[O:10])[C:2]1[CH:8]=[CH:7][CH:6]=[CH:5][C:3]=1[OH:4]. Reported procedure: To a solution of salicylic acid (1.38 g, 10 mmole) in tetrahydrofuran (40 mL) was added thionyl chloride (2.5 mL, 35 mmole) and refluxed 3 hr. The mixture was steamed (110° C.) by Dean-Stark. The residue was directly reacted with 2,4-difluorobenzenamine (1 mL, 10 mmole) in THF (40 mL) for 3 hr. The reaction mixture was concentrated and extracted with ethyl acetate, dried over anhydrous magnesium sulfate. Recrystallization of desired products from hot dichloromethane afforded the compound. Starting materials: ClCC=1N=C(OC1)C1=CC=C(C=C1)Cl (4-Chloromethyl-2-(4-chloro-phenyl)-oxazole), FC1=C(C(=O)N)C(=CC=C1O)F (2,6-Difluoro-3-hydroxy-benzamide), C([O-])([O-])=O.[K+].[K+] (potassium carbonate). Solvent: CN(C)C=O (DMF). Reaction conditions: temperature 25 celsius, time 24 hour. Yields the product ClC1=CC=C(C=C1)C=1OC=C(N1)COC=1C(=C(C(=O)N)C(=CC1)F)F (3-[2-(4-Chloro-phenyl)-oxazol-4-ylmethoxy]-2,6-difluoro-benzamide). The yield is 35.2%. As a reaction SMILES: Cl[CH2:2][C:3]1[N:4]=[C:5]([C:8]2[CH:13]=[CH:12][C:11]([Cl:14])=[CH:10][CH:9]=2)[O:6][CH:7]=1.[F:15][C:16]1[C:24]([OH:25])=[CH:23][CH:22]=[C:21]([F:26])[C:17]=1[C:18]([NH2:20])=[O:19].C(=O)([O-])[O-].[K+].[K+]>CN(C=O)C>[Cl:14][C:11]1[CH:12]=[CH:13][C:8]([C:5]2[O:6][CH:7]=[C:3]([CH2:2][O:25][C:24]3[C:16]([F:15])=[C:17]([C:21]([F:26])=[CH:22][CH:23]=3)[C:18]([NH2:20])=[O:19])[N:4]=2)=[CH:9][CH:10]=1 |f:2.3.4|. Reported procedure: To a solution of 4-Chloromethyl-2-(4-chloro-phenyl)-oxazole (0.20 g, 0.87 mmol) in 2 ml of anhydrous DMF was added 2,6-Difluoro-3-hydroxy-benzamide (0.15 g, 0.78 mmol) and potassium carbonate (0.363 g, 2.60 mmol). The reaction mixture was stirred at 25° C. for 24 h under nitrogen atmosphere. The reaction mixture was evaporated to dryness under reduced pressure and the residue was purified by column chromatography on silica (60-120 M) using ethyl acetate/hexane (50:50) as the eluent to provide th...